From a dataset of the Open Reaction Database (ORD), a public repository of structured organic reaction records. describe an organic reaction: reactants, conditions, products, and yield Starting materials: CCO, [H][H], Cn1c2c(c3cc(OCc4ccccc4)ccc31)CC(CO)C2. The product is Cn1c2c(c3cc(O)ccc31)CC(CO)C2. As a reaction SMILES: [CH3:26][CH2:27][OH:28].[H:24][H:25].[c:1]1([CH2:2][O:8][c:9]2[cH:10][c:11]3[c:12]4[c:13]([n:14]([CH3:18])[c:15]3[cH:16][cH:17]2)[CH2:19][CH:20]([CH2:22][OH:23])[CH2:21]4)[cH:3][cH:4][cH:5][cH:6][cH:7]1>>[OH:8][c:9]1[cH:10][c:11]2[c:12]3[c:13]([n:14]([CH3:18])[c:15]2[cH:16][cH:17]1)[CH2:19][CH:20]([CH2:22][OH:23])[CH2:21]3.